Dataset: the Open Reaction Database (ORD), a public repository of structured organic reaction records. Task: describe an organic reaction: reactants, conditions, products, and yield The reactants are NCC(CC[Si](OC)(OC)OC)(C)C (4-amino-3,3-dimethylbutyltrimethoxysilane), NCC(CC[Si](OC)(OC)OC)(C)C (4-amino-3,3-dimethylbutyltrimethoxysilane), ClCCCC (1-chlorobutane), solution, C[O-].[Na+] (sodium methoxide), ClCCCC (chlorobutane). Run in CO (methanol), CO (methanol). Run at temperature 125 celsius. Yields the product C(CCC)NCC(CC[Si](OC)(OC)OC)(C)C (N-butyl-4-amino-3,3-dimethylbutyltrimethoxysilane). Yield: 77.2%. As a reaction SMILES: [NH2:1][CH2:2][C:3]([CH3:14])([CH3:13])[CH2:4][CH2:5][Si:6]([O:11][CH3:12])([O:9][CH3:10])[O:7][CH3:8].Cl[CH2:16][CH2:17][CH2:18][CH3:19].C[O-].[Na+]>CO>[CH2:16]([NH:1][CH2:2][C:3]([CH3:14])([CH3:13])[CH2:4][CH2:5][Si:6]([O:11][CH3:12])([O:7][CH3:8])[O:9][CH3:10])[CH2:17][CH2:18][CH3:19] |f:2.3|. Reported procedure: In a 1 liter 3-necked flask equipped with a magnetic stirrer, heating mantle thermometers and condenser was added 664.1 g (3 moles) of 4-amino-3,3-dimethylbutyltrimethoxysilane and 69.4 g (0.75 mole) of 1-chlorobutane. With stirring, the flask contents were slowly heated to 125° C. and maintained at that temperature for a total of 13 hours. A gas chromatograph of a sample of the flask contents at that point indicated all of the chlorobutane had been consumed in the reaction with the aminofunctio... Reactants: Clc1ccc(C#CBr)cc1, CCC1c2[nH]c3ccc(C)cc3c2CCN1C, Cc1ccccc1, [K+], [K+], [K+], O=P([O-])([O-])[O-], c1cnc2c(c1)ccc1cccnc12. Product: CCC1c2c(c3cc(C)ccc3n2C#Cc2ccc(Cl)cc2)CCN1C. Reaction SMILES: [Br:40][C:41]#[C:42][c:43]1[cH:44][cH:45][c:46]([Cl:49])[cH:47][cH:48]1.[CH2:1]([CH3:2])[CH:3]1[N:4]([CH3:17])[CH2:5][CH2:6][c:7]2[c:8]1[nH:9][c:10]1[cH:11][cH:12][c:13]([CH3:16])[cH:14][c:15]21.[CH3:50][c:51]1[cH:52][cH:53][cH:54][cH:55][cH:56]1.[K+:37].[K+:38].[K+:39].[P:32]([O-:33])([O-:34])([O-:35])=[O:36].[cH:18]1[cH:19][c:20]2[cH:21][cH:22][c:23]3[c:24]([c:25]2[n:26][cH:27]1)[n:28][cH:29][cH:30][cH:31]3>>[CH2:1]([CH3:2])[CH:3]1[N:4]([CH3:17])[CH2:5][CH2:6][c:7]2[c:8]1[n:9]([C:41]#[C:42][c:43]1[cH:44][cH:45][c:46]([Cl:49])[cH:47][cH:48]1)[c:10]1[cH:11][cH:12][c:13]([CH3:16])[cH:14][c:15]21. Reactants: CC(=O)O[BH-](OC(C)=O)OC(C)=O, O=C1CCC2(CC1)OCCO2, Cc1nnc(N)[nH]1, CC(=O)O, [Na+], O. The product is Cc1nnc(NC2CCC3(CC2)OCCO3)[nH]1. Reaction SMILES: [C:1]([O:2][BH-:3]([O:4][C:5](=[O:6])[CH3:7])[O:8][C:9](=[O:10])[CH3:11])(=[O:12])[CH3:13].[CH2:22]1[CH2:23][O:24][C:25]2([CH2:26][CH2:27][C:28](=[O:31])[CH2:29][CH2:30]2)[O:32]1.[CH3:15][c:16]1[nH:17][c:18]([NH2:21])[n:19][n:20]1.[CH3:34][C:35](=[O:36])[OH:37].[Na+:14].[OH2:33]>>[CH3:15][c:16]1[nH:17][c:18]([NH:21][CH:28]2[CH2:27][CH2:26][C:25]3([O:24][CH2:23][CH2:22][O:32]3)[CH2:30][CH2:29]2)[n:19][n:20]1. The reactants are ClC=1C(NC=2CCC3=C(C2C1)C=CC=C3)=O (2-chloro-5,6-dihydro-benzo[f]quinolin-3(4H)-one), CN (methylamine), steel. The solvent is O (water). The product is CNC=1C(NC=2CCC3=C(C2C1)C=CC=C3)=O (2-(N-methylamino)-5,6-dihydro-benzo[f]quinolin-3(4H)-one). As a reaction SMILES: Cl[C:2]1[C:3](=[O:16])[NH:4][C:5]2[CH2:6][CH2:7][C:8]3[CH:15]=[CH:14][CH:13]=[CH:12][C:9]=3[C:10]=2[CH:11]=1.[CH3:17][NH2:18]>O>[CH3:17][NH:18][C:2]1[C:3](=[O:16])[NH:4][C:5]2[CH2:6][CH2:7][C:8]3[CH:15]=[CH:14][CH:13]=[CH:12][C:9]=3[C:10]=2[CH:11]=1. Procedure details: Add 23.1 gm of 2-chloro-5,6-dihydro-benzo[f]quinolin-3(4H)-one to 100 ml of 40% aqueous methylamine and 250 ml of water. Heat the system in a steel bomb at 140° C. for 5 days. Stop the reaction and isolate 2-(N-methylamino)-5,6-dihydro-benzo[f]quinolin-3(4H)-one. The reactants are Cc1c(Br)cccc1COc1ccc(C=O)cn1, Cc1cc(O[Si](C)(C)C(C)(C)C)ccc1B(O)O, CC(=O)[O-], CC(=O)[O-], Cc1ccccc1, COc1cccc(OC)c1-c1ccccc1P(C1CCCCC1)C1CCCCC1, [K+], [K+], [K+], O, O=P([O-])([O-])[O-], [Pd+2]. Product: Cc1cc(O[Si](C)(C)C(C)(C)C)ccc1-c1cccc(COc2ccc(C=O)cn2)c1C. Reaction SMILES: [Br:19][c:20]1[c:21]([CH3:36])[c:22]([CH2:23][O:24][c:25]2[n:26][cH:27][c:28]([CH:29]=[O:30])[cH:31][cH:32]2)[cH:33][cH:34][cH:35]1.[C:1]([CH3:2])([CH3:3])([CH3:4])[Si:5]([O:6][c:7]1[cH:8][c:9]([CH3:16])[c:10]([B:13]([OH:14])[OH:15])[cH:11][cH:12]1)([CH3:17])[CH3:18].[C:74]([O-:75])(=[O:76])[CH3:77].[C:79]([O-:80])(=[O:81])[CH3:82].[CH3:84][c:85]1[cH:86][cH:87][cH:88][cH:89][cH:90]1.[CH:37]1([P:38]([CH:39]2[CH2:40][CH2:41][CH2:42][CH2:43][CH2:44]2)[c:45]2[cH:46][cH:47][cH:48][cH:49][c:50]2-[c:51]2[c:52]([O:53][CH3:54])[cH:55][cH:56][cH:57][c:58]2[O:59][CH3:60])[CH2:61][CH2:62][CH2:63][CH2:64][CH2:65]1.[K+:71].[K+:72].[K+:73].[OH2:83].[P:66]([O-:67])([O-:68])([O-:69])=[O:70].[Pd+2:78]>>[C:1]([CH3:2])([CH3:3])([CH3:4])[Si:5]([O:6][c:7]1[cH:8][c:9]([CH3:16])[c:10](-[c:20]2[c:21]([CH3:36])[c:22]([CH2:23][O:24][c:25]3[n:26][cH:27][c:28]([CH:29]=[O:30])[cH:31][cH:32]3)[cH:33][cH:34][cH:35]2)[cH:11][cH:12]1)([CH3:17])[CH3:18]. Starting materials: CCC(=O)N(CC1CCCN(C(=O)OC(C)(C)C)C1)c1ccccc1, O=CCc1ccccc1, ClCCl, O=C(O)C(F)(F)F. The product is CCC(=O)N(CC1CCCN(CCc2ccccc2)C1)c1ccccc1. Reaction SMILES: [C:8]([O:9][C:10]([CH3:11])([CH3:12])[CH3:13])(=[O:14])[N:15]1[CH2:16][CH:17]([CH2:21][N:22]([C:23]([CH2:24][CH3:25])=[O:26])[c:27]2[cH:28][cH:29][cH:30][cH:31][cH:32]2)[CH2:18][CH2:19][CH2:20]1.[CH:33](=[O:34])[CH2:35][c:36]1[cH:37][cH:38][cH:39][cH:40][cH:41]1.[Cl:42][CH2:43][Cl:44].[OH:1][C:2]([C:3]([F:4])([F:5])[F:6])=[O:7]>>[CH2:8]([N:15]1[CH2:16][CH:17]([CH2:21][N:22]([C:23]([CH2:24][CH3:25])=[O:26])[c:27]2[cH:28][cH:29][cH:30][cH:31][cH:32]2)[CH2:18][CH2:19][CH2:20]1)[CH2:35][c:36]1[cH:37][cH:38][cH:39][cH:40][cH:41]1.